From a dataset of the Open Reaction Database (ORD), a public repository of structured organic reaction records. describe an organic reaction: reactants, conditions, products, and yield The reactants are ClCCOC=C (chloroethylvinylether), C1(=CC=CC=C1)C=1C(=C(C(=CC1)C)S(=O)(=O)[O-])I=O (phenyliodosotoluene sulfonate), polymer, solution, C1=CC=C(C=C1)[O-].[Na+] (sodium phenate), polymer, [N-](S(=O)(=O)C(F)(F)F)S(=O)(=O)C(F)(F)F.[Na+] (sodium bis(trifluoromethanesulfonyl)imide). Reagents/catalysts: Cl[Ti](Cl)(Cl)Cl (TiCl4). The solvent is CC(=O)CC (methylethylketone), C(C)(=O)O (acetic acid), ClCCl (dichloromethane), ClCCl (dichloromethane), mixture. The product is O(C1=CC=CC=C1)CCOC=C (phenoxyethylvinylether). As a reaction SMILES: Cl[CH2:2][CH2:3][O:4][CH:5]=[CH2:6].[CH:7]1[CH:12]=[CH:11][C:10]([O-:13])=[CH:9][CH:8]=1.[Na+].C1(C2C(I=O)=C(S([O-])(=O)=O)C(C)=CC=2)C=CC=CC=1.[N-](S(C(F)(F)F)(=O)=O)S(C(F)(F)F)(=O)=O.[Na+]>ClCCl.Cl[Ti](Cl)(Cl)Cl.CC(CC)=O.C(O)(=O)C>[O:13]([CH2:6][CH2:5][O:4][CH:3]=[CH2:2])[C:10]1[CH:11]=[CH:12][CH:7]=[CH:8][CH:9]=1 |f:1.2,4.5|. Procedure: The compound phenoxyethylvinylether is prepared by reacting chloroethylvinylether with sodium phenate, followed by polymerization in dichloromethane initiated with TiCl4 at -10° C. By reacting 8.2 g of the polymer with 9.8 g of phenyliodosotoluene sulfonate in 40 mL of a mixture of an equal volume of acetic acid and dichloromethane. A polyiodonium is obtained which is precipitated with ether. The ionic exchange reaction is carried similarly to that of example 3 between 12 g of polymer and 7 g of...